This data is from the Open Reaction Database (ORD), a public repository of structured organic reaction records. The task is: describe an organic reaction: reactants, conditions, products, and yield The reactants are [H][H] (Hydrogen), N1=CC(=CC=C1)C=CC1=CC=C(C(=O)OC)C=C1 (methyl 4-(2-(3-pyridyl)ethenyl)benzoate). The reagents and catalysts are [Pd] (palladium on carbon). Product: N1=CC(=CC=C1)CCC1=CC=C(C(=O)OC)C=C1 (methyl 4-(2-(3-pyridyl)ethyl)benzoate). Yield: 93.7%. Reaction SMILES: [H][H].[N:3]1[CH:8]=[CH:7][CH:6]=[C:5]([CH:9]=[CH:10][C:11]2[CH:20]=[CH:19][C:14]([C:15]([O:17][CH3:18])=[O:16])=[CH:13][CH:12]=2)[CH:4]=1>[Pd]>[N:3]1[CH:8]=[CH:7][CH:6]=[C:5]([CH2:9][CH2:10][C:11]2[CH:12]=[CH:13][C:14]([C:15]([O:17][CH3:18])=[O:16])=[CH:19][CH:20]=2)[CH:4]=1. Reported procedure: Hydrogen gas was slowly bubbled through a vigorously stirred mixture of methyl 4-(2-(3-pyridyl)ethenyl)benzoate (952 mg, 3.98 mmol) and 10% palladium on carbon (95 mg) at room temperature for 4 h. The reaction mixture was filtered through Kieselguhr which was then washed with excess ethyl acetate. The combined organics were evaporated under reduced pressure to give methyl 4-(2-(3-pyridyl)ethyl)benzoate (900 mg, 94%) as an oil which crystallised on standing. The reactants are COC(C=CC1=CC=C(C=C1)C1C(CCC2=CC(=CC=C12)OC)C1=CC=CC=C1)=O (3-[4-(6-Methoxy-2-phenyl-1,2,3,4-tetrahydro-naphthalen-1-yl)-phenyl]-acrylic acid methyl ester). The solvent is CC#N (CH3CN). Yields the product COC=1C=C2CCC(C(C2=CC1)C1=CC=C(C=C1)C=CC(=O)O)C1=CC=CC=C1 (3-[4-(6-Methoxy-2-phenyl-1,2,3,4-tetrahydro-naphthalen-1-yl)-phenyl]-acrylic acid). RXN SMILES: C[O:2][C:3](=[O:30])[CH:4]=[CH:5][C:6]1[CH:11]=[CH:10][C:9]([CH:12]2[C:21]3[C:16](=[CH:17][C:18]([O:22][CH3:23])=[CH:19][CH:20]=3)[CH2:15][CH2:14][CH:13]2[C:24]2[CH:29]=[CH:28][CH:27]=[CH:26][CH:25]=2)=[CH:8][CH:7]=1>CC#N>[CH3:23][O:22][C:18]1[CH:17]=[C:16]2[C:21](=[CH:20][CH:19]=1)[CH:12]([C:9]1[CH:10]=[CH:11][C:6]([CH:5]=[CH:4][C:3]([OH:30])=[O:2])=[CH:7][CH:8]=1)[CH:13]([C:24]1[CH:25]=[CH:26][CH:27]=[CH:28][CH:29]=1)[CH2:14][CH2:15]2. Procedure: Prepared by saponifying (hydrolyzing) ester 6d in accordance with the general method described in Example VII. Yield (93%); APcI m/z: 426 (M+H+CH3CN+, 100%). The reactants are BrC1=CC=C(CC(C(=O)OC)C(=O)OC)C=C1 (dimethyl 2-(4-bromobenzyl)malonate), [OH-].[K+] (potassium hydroxide). The solvent is C(C)O (ethanol), O (water), ice, O (water). Reaction conditions: temperature 60 celsius, time 8 hour. Yields the product BrC1=CC=C(CC(C(=O)O)C(=O)O)C=C1 (2-(4-bromobenzyl)malonic acid). Isolated yield 90.9%. Reaction SMILES: [Br:1][C:2]1[CH:17]=[CH:16][C:5]([CH2:6][CH:7]([C:12]([O:14]C)=[O:13])[C:8]([O:10]C)=[O:9])=[CH:4][CH:3]=1.[OH-].[K+]>C(O)C.O>[Br:1][C:2]1[CH:3]=[CH:4][C:5]([CH2:6][CH:7]([C:8]([OH:10])=[O:9])[C:12]([OH:14])=[O:13])=[CH:16][CH:17]=1 |f:1.2|. Procedure: A mixture of dimethyl 2-(4-bromobenzyl)malonate (22 g, 73.33 mmol, 1.00 equiv) and potassium hydroxide (12.3 g, 219.64 mmol, 3.00 equiv) in ethanol (140 mL) and water (140 mL) was stirred at 60° C. overnight. The resulting solution was diluted with 300 mL of ice and water then extracted with 1×500 mL of ethyl acetate. The organic layer was washed with 2×150 mL of brine, dried over anhydrous sodium sulfate and concentrated under vacuum to give 18.2 g (91%) of 2-(4-bromobenzyl)malonic acid as a wh... Starting materials: Cl (hydrochloric acid), CC(CCOC1=CC=C(C2=C1C(C=C(O2)C2=NN=NN2)=O)CCC)C (5-[5-(3-methyl-n-butoxy)-8-n-propyl-4-oxo-4H-1 -benzopyran-2-yl]tetrazole), Br (hydrobromic acid), C([O-])(O)=O.[Na+] (sodium bicarbonate). Run in O (water). Yields the product OC1=CC=C(C2=C1C(C=C(O2)C2=NN=NN2)=O)CCC (5-[5-hydroxy-8-n-propyl-4-oxo-4H-1-benzopyran-2-yl]tetrazole). RXN SMILES: CC(C)CC[O:5][C:6]1[C:11]2[C:12](=[O:21])[CH:13]=[C:14]([C:16]3[NH:20][N:19]=[N:18][N:17]=3)[O:15][C:10]=2[C:9]([CH2:22][CH2:23][CH3:24])=[CH:8][CH:7]=1.Br.C(=O)(O)[O-].[Na+].Cl>O>[OH:5][C:6]1[C:11]2[C:12](=[O:21])[CH:13]=[C:14]([C:16]3[NH:20][N:19]=[N:18][N:17]=3)[O:15][C:10]=2[C:9]([CH2:22][CH2:23][CH3:24])=[CH:8][CH:7]=1 |f:2.3|. Reported procedure: A mixture of 5 parts of 5-[5-(3-methyl-n-butoxy)-8-n-propyl-4-oxo-4H-1 -benzopyran-2-yl]tetrazole in 130 parts by volume of 48% aqueous hydrobromic acid was refluxed for 3 hours, then cooled and water added. The resulting mixture was neutralised by the addition of solid sodium bicarbonate, then made slightly acidic by re-acidification with dilute hydrochloric acid and extracted with chloroform. The chloroform extract was washed with saturated brine and water, and was dried. Evaporation of the ch... Reactants: C[Si](C)(C)C(F)(F)F, COC(=O)c1cnccn1, COC(C)OC, [Cs+], [F-]. The product is O=C(c1cnccn1)C(F)(F)F. RXN SMILES: [CH3:11][Si:12]([CH3:13])([CH3:14])[C:15]([F:16])([F:17])[F:18].[CH3:1][O:2][C:3](=[O:4])[c:5]1[n:6][cH:7][cH:8][n:9][cH:10]1.[CH3:21][O:22][CH:23]([O:24][CH3:25])[CH3:26].[Cs+:20].[F-:19]>>[C:3](=[O:4])([c:5]1[n:6][cH:7][cH:8][n:9][cH:10]1)[C:15]([F:16])([F:17])[F:18]. The reactants are COC1=CC=C(C(=O)O)C=C1 (4-methoxybenzoic acid), C(C)O (ethanol), N,N'-carbonyldiimidazole, NC1=NC2=NC(=CC=C2C=C1)NC1=CC=CC=C1 (2-amino-7-anilino-1,8-naphthyridine). The solvent is O (water). Run at temperature 4 celsius. The product is N(C1=CC=CC=C1)C1=CC=C2C=CC(=NC2=N1)NC(C1=CC=C(C=C1)OC)=O (N-(7-Anilino-1,8-naphthyridin-2-yl)-4-methoxybenzamide). Isolated yield 41.0%. As a reaction SMILES: [CH3:1][O:2][C:3]1[CH:11]=[CH:10][C:6]([C:7]([OH:9])=O)=[CH:5][CH:4]=1.[NH2:12][C:13]1[CH:22]=[CH:21][C:20]2[C:15](=[N:16][C:17]([NH:23][C:24]3[CH:29]=[CH:28][CH:27]=[CH:26][CH:25]=3)=[CH:18][CH:19]=2)[N:14]=1.C(O)C>O>[NH:23]([C:17]1[N:16]=[C:15]2[C:20]([CH:21]=[CH:22][C:13]([NH:12][C:7](=[O:9])[C:6]3[CH:5]=[CH:4][C:3]([O:2][CH3:1])=[CH:11][CH:10]=3)=[N:14]2)=[CH:19][CH:18]=1)[C:24]1[CH:25]=[CH:26][CH:27]=[CH:28][CH:29]=1. Procedure details: The procedure is analogous to that described in Example 1, but starting with 4-methoxybenzoic acid (6.1 g), N,N'-carbonyldiimidazole (6.5 g) and 2-amino-7-anilino-1,8-naphthyridine (7 g). The product obtained by precipitation in water (12 g) is dissolved in boiling ethanol (140 cc). After cooling for 1 hour at 4° C., the crystallized solid is separated by filtration, washed with ethanol (10 cc), and dried at 45° C. under reduced pressure (0.07 kPa). N-(7-Anilino-1,8-naphthyridin-2-yl)-4-methoxyb... The reactants are COC=1C=C(C=O)C=CC1OCCC=1N=C(OC1C)C1=CC=CC=C1 (3-methoxy-4-[2-(5-methyl2-phenyl-oxazol-4-yl)-ethoxy]-benzaldehyde), OC1=C(C=C(C=O)C=C1)OC (4-hydroxy-3-methoxy-benzaldehyde), CC1=C(N=C(O1)C1=CC=CC=C1)CCOS(=O)(=O)C (methanesulfonic acid 2-(5-methyl-2-phenyl-oxazol-4-yl)-ethyl ester), C(C1=CC=CC=C1)[C@@H]1N(C(OC1)=O)C(COCC)=O ((S)-4-benzyl-3-ethoxyacetyl-oxazolidin-2-one), B(CCCC)(CCCC)OS(=O)(=O)C(F)(F)F (nBu2BOTf). Product: C(C1=CC=CC=C1)[C@@H]1N(C(OC1)=O)C([C@H]([C@@H](C1=CC(=C(C=C1)OCCC=1N=C(OC1C)C1=CC=CC=C1)OC)O)OCC)=O ((S)-4-benzyl-3-((2S,3R) -2-ethoxy-3-hydroxy-3-{3-methoxy-4-[2-(5-methyl-2-phenyl-oxazol-4-yl)-ethoxy]-phenyl}-propionyl)-oxazolidin-2-one). RXN SMILES: [CH3:1][O:2][C:3]1[CH:4]=[C:5]([CH:8]=[CH:9][C:10]=1[O:11][CH2:12][CH2:13][C:14]1[N:15]=[C:16]([C:20]2[CH:25]=[CH:24][CH:23]=[CH:22][CH:21]=2)[O:17][C:18]=1[CH3:19])[CH:6]=[O:7].OC1C=CC(C=O)=CC=1OC.CC1OC(C2C=CC=CC=2)=NC=1CCOS(C)(=O)=O.[CH2:56]([C@H:63]1[CH2:67][O:66][C:65](=[O:68])[N:64]1[C:69](=[O:74])[CH2:70][O:71][CH2:72][CH3:73])[C:57]1[CH:62]=[CH:61][CH:60]=[CH:59][CH:58]=1.B(OS(C(F)(F)F)(=O)=O)(CCCC)CCCC>>[CH2:56]([C@H:63]1[CH2:67][O:66][C:65](=[O:68])[N:64]1[C:69](=[O:74])[C@@H:70]([O:71][CH2:72][CH3:73])[C@H:6]([OH:7])[C:5]1[CH:8]=[CH:9][C:10]([O:11][CH2:12][CH2:13][C:14]2[N:15]=[C:16]([C:20]3[CH:25]=[CH:24][CH:23]=[CH:22][CH:21]=3)[O:17][C:18]=2[CH3:19])=[C:3]([O:2][CH3:1])[CH:4]=1)[C:57]1[CH:58]=[CH:59][CH:60]=[CH:61][CH:62]=1. Reported procedure: In analogy to the procedures described in examples 11 a] to 11 c], 3-methoxy-4-[2-(5-methyl2-phenyl-oxazol-4-yl)-ethoxy]-benzaldehyde (prepared from 4-hydroxy-3-methoxy-benzaldehyde and methanesulfonic acid 2-(5-methyl-2-phenyl-oxazol-4-yl)-ethyl ester in analogy to the procedure described in example 114 b]) was reacted with (S)-4-benzyl-3-ethoxyacetyl-oxazolidin-2-one and nBu2BOTf to yield (S)-4-benzyl-3-((2S,3R) -2-ethoxy-3-hydroxy-3-{3-methoxy-4-[2-(5-methyl-2-phenyl-oxazol-4-yl)-ethoxy]-phen...